Dataset: the Open Reaction Database (ORD), a public repository of structured organic reaction records. Task: describe an organic reaction: reactants, conditions, products, and yield As a reaction SMILES: CS(O[CH2:6][CH2:7][O:8][C:9]1[CH:14]=[CH:13][CH:12]=[CH:11][C:10]=1[O:15][CH2:16][C:17](=[O:19])[CH3:18])(=O)=O.[Cl:20][C:21]1[CH:22]=[C:23]2[C:27](=[CH:28][CH:29]=1)[NH:26][CH:25]=[C:24]2[CH2:30][C:31]([NH2:34])([CH3:33])[CH3:32].N1C2C(=CC=CC=2)C(CC(N)(C)C)=C1>>[ClH:20].[NH:26]1[C:27]2[C:23](=[CH:22][CH:21]=[CH:29][CH:28]=2)[C:24]([CH2:30][C:31]([NH:34][CH2:6][CH2:7][O:8][C:9]2[CH:14]=[CH:13][CH:12]=[CH:11][C:10]=2[O:15][CH2:16][C:17](=[O:19])[CH3:18])([CH3:32])[CH3:33])=[CH:25]1 |f:3.4|. The reactants are CS(=O)(=O)OCCOC1=C(C=CC=C1)OCC(C)=O (2-[2-(2-oxopropyloxy)phenoxy]ethyl methanesulfonate), ClC=1C=C2C(=CNC2=CC1)CC(C)(C)N ([2-(5-chloro-1H-indol-3-yl)-1,1-dimethylethyl]amine), N1C=C(C2=CC=CC=C12)CC(C)(C)N ([2-(1H-indol-3-yl)-1,1-dimethylethyl]amine). Reported procedure: Proceeding as in Example 3, but replacing 2-[2-(cyclopropylmethyloxy)phenoxy]ethyl methanesulfonate with 2-[2-(2-oxopropyloxy)phenoxy]ethyl methanesulfonate and [2-(5-chloro-1H-indol-3-yl)-1,1-dimethylethyl]amine with [2-(1H-indol-3-yl)-1,1-dimethylethyl]amine, gave [2-(1H-indol-3-yl)-1,1-dimethylethyl]{2-[2-(2- oxopropyloxy)phenoxy]ethyl}amine hydrochloride. Yields the product Cl.N1C=C(C2=CC=CC=C12)CC(C)(C)NCCOC1=C(C=CC=C1)OCC(C)=O ([2-(1H-indol-3-yl)-1,1-dimethylethyl]{2-[2-(2- oxopropyloxy)phenoxy]ethyl}amine hydrochloride).